This data is from the Open Reaction Database (ORD), a public repository of structured organic reaction records. The task is: describe an organic reaction: reactants, conditions, products, and yield Reactants: C(C)C=1C=CC2=C(C=CC3=C(N=C(O3)C)C2C=2C(NC(NC2)=O)=O)C1 ((±)-5-(7-Ethyl-2-methyl-4H-benzo[5,6]cyclohepta[1,2-d]oxazol-4-yl)-2,4(1H,3H)-pyrimidinedione), COC(C1=CC(=CC=C1)CBr)=O (3-bromomethyl benzoic acid methyl ester). The product is C(C)C=1C=CC2=C(C=CC3=C(N=C(O3)C)C2C=2C(NC(N(C2)CC=2C=C(C(=O)OC)C=CC2)=O)=O)C1 ((±)-3-[[5-(7-Ethyl-2-methyl-4H-benzo[5,6]cyclohepta[1,2-d]oxazol-4-yl)-3,4-dihydro-2,4-dioxo-1(2H)-pyrimidinyl]methyl]benzoic acid, methyl ester). RXN SMILES: [CH2:1]([C:3]1[CH:4]=[CH:5][C:6]2[CH:16]([C:17]3[C:18](=[O:24])[NH:19][C:20](=[O:23])[NH:21][CH:22]=3)[C:11]3[N:12]=[C:13]([CH3:15])[O:14][C:10]=3[CH:9]=[CH:8][C:7]=2[CH:25]=1)[CH3:2].[CH3:26][O:27][C:28](=[O:37])[C:29]1[CH:34]=[CH:33][CH:32]=[C:31]([CH2:35]Br)[CH:30]=1>>[CH2:1]([C:3]1[CH:4]=[CH:5][C:6]2[CH:16]([C:17]3[C:18](=[O:24])[NH:19][C:20](=[O:23])[N:21]([CH2:35][C:31]4[CH:30]=[C:29]([CH:34]=[CH:33][CH:32]=4)[C:28]([O:27][CH3:26])=[O:37])[CH:22]=3)[C:11]3[N:12]=[C:13]([CH3:15])[O:14][C:10]=3[CH:9]=[CH:8][C:7]=2[CH:25]=1)[CH3:2]. Procedure: The subtitle compound was prepared from the product of example 3 step (vii) (2. g) and 3-bromomethyl benzoic acid methyl ester (0.5 g) using the method of example 1 step (viii). Purification was by chromatography eluting with 60% ethyl acetate in toluene. Starting materials: COC=1C=C(NC)C=CC1 (3-methoxy-N-methylaniline), C(C)OC=C(C(=O)OCC)C(=O)OCC (diethyl ethoxymethylenemalonate). Run in C(C)O (ethanol). Yields the product COC=1C=C(N(C)C=C(C(=O)OCC)C(=O)OCC)C=CC1 (diethyl (3-methoxy-N-methylanilino)methylenemalonate). As a reaction SMILES: [CH3:1][O:2][C:3]1[CH:4]=[C:5]([CH:8]=[CH:9][CH:10]=1)[NH:6][CH3:7].C(O[CH:14]=[C:15]([C:21]([O:23][CH2:24][CH3:25])=[O:22])[C:16]([O:18][CH2:19][CH3:20])=[O:17])C>C(O)C>[CH3:1][O:2][C:3]1[CH:4]=[C:5]([CH:8]=[CH:9][CH:10]=1)[N:6]([CH:14]=[C:15]([C:16]([O:18][CH2:19][CH3:20])=[O:17])[C:21]([O:23][CH2:24][CH3:25])=[O:22])[CH3:7]. Procedure: A mixture of 3-methoxy-N-methylaniline (44 g) and diethyl ethoxymethylenemalonate (69 ml) was heated on a steam bath for 2 hours, the ethanol formed being removed by distillation. The residue was cooled to ambient temperature to give the novel compound diethyl (3-methoxy-N-methylanilino)methylenemalonate as an oil. Reported procedure: tert-Butyl spiro[imidazo[2,1-c][1,4]benzoxazine-4,4′-piperidine]-1′-carboxylate (138 mg, 0.40 mmol) was stirred for 10 min in 4M HCl in dioxane (2 mL of 4 M, 8.00 mmol). The reaction was evaporated to dryness to yield the spiro[benzo[b]imidazo[1,2-d][1,4]oxazine-4,4′-piperidine]dihydrochloride (97 mg, quantitative) that was used in next step without further purification. ESI-MS m/z calc. 241.1. found 242.3 (M+1)+. Retention time 0.40 minutes (3 min run). As a reaction SMILES: [N:1]1(C(OC(C)(C)C)=O)[CH2:6][CH2:5][C:4]2([C:11]3=[N:12][CH:13]=[CH:14][N:10]3[C:9]3[CH:15]=[CH:16][CH:17]=[CH:18][C:8]=3[O:7]2)[CH2:3][CH2:2]1.O1CCOCC1.[ClH:32]>>[ClH:32].[ClH:32].[NH:1]1[CH2:6][CH2:5][C:4]2([O:7][C:8]3[CH:18]=[CH:17][CH:16]=[CH:15][C:9]=3[N:10]3[CH:14]=[CH:13][N:12]=[C:11]23)[CH2:3][CH2:2]1 |f:3.4.5|. Starting materials: N1(CCC2(CC1)OC1=C(N3C2=NC=C3)C=CC=C1)C(=O)OC(C)(C)C (tert-Butyl spiro[imidazo[2,1-c][1,4]benzoxazine-4,4′-piperidine]-1′-carboxylate), O1CCOCC1 (dioxane), Cl (HCl). Yields the product Cl.Cl.N1CCC2(CC1)C=1N(C3=C(O2)C=CC=C3)C=CN1 (spiro[benzo[b]imidazo[1,2-d][1,4]oxazine-4,4′-piperidine]dihydrochloride). Reactants: BrC1=CC=C(N)C=C1 (4-bromoaniline), C(C(C)C)N1N=CC(=C1)B1OC(C(O1)(C)C)(C)C (1-isobutyl-4-(4,4,5,5-tetramethyl-1,3,2-dioxaborolan-2-yl)-1H-pyrazole), C([O-])([O-])=O.[Na+].[Na+] (sodium carbonate). Reagents/catalysts: C1=CC=C(C=C1)P([C-]2C=CC=C2)C3=CC=CC=C3.C1=CC=C(C=C1)P([C-]2C=CC=C2)C3=CC=CC=C3.Cl[Pd]Cl.[Fe+2].ClCCl (PdCl2(dppf) dichloromethane). Run in O1CCCC1.CO.O (tetrahydrofuran methanol water). Conditions: temperature 85 celsius. Product: C(C(C)C)N1N=CC(=C1)C1=CC=C(N)C=C1 (4-(1-isobutyl-1H-pyrazol-4-yl)aniline). As a reaction SMILES: Br[C:2]1[CH:8]=[CH:7][C:5]([NH2:6])=[CH:4][CH:3]=1.[CH2:9]([N:13]1[CH:17]=[C:16](B2OC(C)(C)C(C)(C)O2)[CH:15]=[N:14]1)[CH:10]([CH3:12])[CH3:11].C(=O)([O-])[O-].[Na+].[Na+]>C1C=CC(P(C2C=CC=CC=2)[C-]2C=CC=C2)=CC=1.C1C=CC(P(C2C=CC=CC=2)[C-]2C=CC=C2)=CC=1.Cl[Pd]Cl.[Fe+2].ClCCl.O1CCCC1.CO.O>[CH2:9]([N:13]1[CH:17]=[C:16]([C:2]2[CH:8]=[CH:7][C:5]([NH2:6])=[CH:4][CH:3]=2)[CH:15]=[N:14]1)[CH:10]([CH3:12])[CH3:11] |f:2.3.4,5.6.7.8.9,10.11.12|. Reported procedure: A suspension of 4-bromoaniline (406 mg, 2.362 mmol), 1-isobutyl-4-(4,4,5,5-tetramethyl-1,3,2-dioxaborolan-2-yl)-1H-pyrazole (650 mg, 2.60 mmol), PdCl2(dppf)-dichloromethane adduct (57.9 mg, 0.071 mmol) and sodium carbonate (526 mg, 4.96 mmol) in a 6:2:1 mixture of tetrahydrofuran/methanol/water (12 ml) was taken through three vacuum/nitrogen purge cycles; and the reaction mixture was heated in an oil bath at 85° C. overnight. The mixture was diluted with ethyl acetate and water; the separated aq...